From a dataset of the Open Reaction Database (ORD), a public repository of structured organic reaction records. describe an organic reaction: reactants, conditions, products, and yield Reactants: N(=[N+]=[N-])C(COC1CCC2=C(N=C(O2)C2=CC(=C(C=C2)OCC2CC2)F)C1)C (5-(2-azidopropoxy)-2-(4-(cyclopropylmethoxy)-3-fluorophenyl)-4,5,6,7-tetrahydro-1,3-benzoxazole), C1CCOC1 (THF). Reagents/catalysts: [C].[Pd] (palladium-carbon). Run at time 10 minute. Product: C1(CC1)COC1=C(C=C(C=C1)C=1OC2=C(N1)CC(CC2)OCC(C)NC(C)=O)F (N-(1-((2-(4-(cyclopropylmethoxy)-3-fluorophenyl)-4,5,6,7-tetrahydro-1,3-benzoxazol-5-yl)oxy)propan-2-yl)acetamide). As a reaction SMILES: [N:1]([CH:4]([CH3:28])[CH2:5][O:6][CH:7]1[CH2:27][C:11]2[N:12]=[C:13]([C:15]3[CH:20]=[CH:19][C:18]([O:21][CH2:22][CH:23]4[CH2:25][CH2:24]4)=[C:17]([F:26])[CH:16]=3)[O:14][C:10]=2[CH2:9][CH2:8]1)=[N+]=[N-].C1C[O:32][CH2:31][CH2:30]1>[C].[Pd]>[CH:23]1([CH2:22][O:21][C:18]2[CH:19]=[CH:20][C:15]([C:13]3[O:14][C:10]4[CH2:9][CH2:8][CH:7]([O:6][CH2:5][CH:4]([NH:1][C:31](=[O:32])[CH3:30])[CH3:28])[CH2:27][C:11]=4[N:12]=3)=[CH:16][C:17]=2[F:26])[CH2:25][CH2:24]1 |f:2.3|. Procedure: A mixture of 5-(2-azidopropoxy)-2-(4-(cyclopropylmethoxy)-3-fluorophenyl)-4,5,6,7-tetrahydro-1,3-benzoxazole (3.08 g), 10% palladium-carbon (containing water (50%), 500 mg) and THF (10 mL) was stirred at room temperature for 10 min under a hydrogen atmosphere. The catalyst was removed by filtration, and the obtained filtrate was concentrated under reduced pressure. To the obtained residue were added pyridine (10 mL) and acetic anhydride (10 mL), and the mixture was stirred at room temperature fo... Reactants: C(#N)C1=C(C(=O)C(=C(C1=O)Cl)Cl)C#N (DDQ), CC1=CC=C(C=O)C=C1 (4-methylbenzaldehyde), N1N=CC=C1N (1H-pyrazol-5-amine), O=C(CC(=O)OC)C (methyl 3-oxobutanoate). The reagents and catalysts are N1CCCCC1 (piperidine). The solvent is C1CCOC1 (THF), CCCCCCC (heptane). Run at time 1 hour. Yields the product CC1=NC=2N(C(=C1C(=O)OC)C1=CC=C(C=C1)C)N=CC2 (Methyl 5-methyl-7-p-tolylpyrazolo[1,5-a]pyrimidine-6-carboxylate). Yield: 66.1%. RXN SMILES: [CH3:1][C:2]1[CH:9]=[CH:8][C:5]([CH:6]=O)=[CH:4][CH:3]=1.[NH:10]1[C:14]([NH2:15])=[CH:13][CH:12]=[N:11]1.O=[C:17]([CH3:23])[CH2:18][C:19]([O:21][CH3:22])=[O:20].C(C1C(=O)C(Cl)=C(Cl)C(=O)C=1C#N)#N>C1COCC1.CCCCCCC.N1CCCCC1>[CH3:23][C:17]1[C:18]([C:19]([O:21][CH3:22])=[O:20])=[C:6]([C:5]2[CH:8]=[CH:9][C:2]([CH3:1])=[CH:3][CH:4]=2)[N:10]2[N:11]=[CH:12][CH:13]=[C:14]2[N:15]=1. Procedure: To a stirred solution of 4-methylbenzaldehyde (723 mg, 6.02 mmol), 1H-pyrazol-5-amine (500 mg, 6.02 mmol), and methyl 3-oxobutanoate (769 mg, 6.62 mmol) in THF (80 mL) and heptane (20 mL) was added piperidine (10 mL, 0.101 mmol). The reaction mixture was heated at reflux for 20 h. The solvent was evaporated and the crude material was dissolved in CH2Cl2. DDQ (1229 mg, 5.42 mmol) was added and the mixture was stirred at room temperature for 1 h. The solvent was evaporated. Purification by silica ... Reactants: CC(C)(C)OC(=O)NC1Cc2ccccc2N(Cc2ccc(Cl)c(Cl)c2)C1, [H-], CI, [Na+], C1CCOC1. Yields the product CN(C(=O)OC(C)(C)C)C1Cc2ccccc2N(Cc2ccc(Cl)c(Cl)c2)C1. RXN SMILES: [Cl:3][c:4]1[cH:5][c:6]([CH2:7][N:8]2[CH2:9][CH:10]([NH:18][C:19]([O:20][C:21]([CH3:22])([CH3:23])[CH3:24])=[O:25])[CH2:11][c:12]3[cH:13][cH:14][cH:15][cH:16][c:17]32)[cH:26][cH:27][c:28]1[Cl:29].[H-:1].[I:30][CH3:31].[Na+:2].[O:32]1[CH2:33][CH2:34][CH2:35][CH2:36]1>>[Cl:3][c:4]1[cH:5][c:6]([CH2:7][N:8]2[CH2:9][CH:10]([N:18]([C:19]([O:20][C:21]([CH3:22])([CH3:23])[CH3:24])=[O:25])[CH3:31])[CH2:11][c:12]3[cH:13][cH:14][cH:15][cH:16][c:17]32)[cH:26][cH:27][c:28]1[Cl:29]. The reactants are CO, COC(=O)c1cc([N+](=O)[O-])cnc1OC, CO, ClCCl, [H][H]. Yields the product COC(=O)c1cc(N)cnc1OC. RXN SMILES: [CH3:16][OH:17].[CH3:1][O:2][c:3]1[n:4][cH:5][c:6]([N+:13]([O-:14])=[O:15])[cH:7][c:8]1[C:9](=[O:10])[O:11][CH3:12].[CH3:23][OH:24].[Cl:20][CH2:21][Cl:22].[H:18][H:19]>>[CH3:1][O:2][c:3]1[n:4][cH:5][c:6]([NH2:13])[cH:7][c:8]1[C:9](=[O:10])[O:11][CH3:12].